The task is: describe an organic reaction: reactants, conditions, products, and yield. This data is from the Open Reaction Database (ORD), a public repository of structured organic reaction records. Conditions: time 3 hour. The reactants are COC1=CC=C(C=C1)C(O)C1=CC=CC2=CC=CC=C12 ((4-methoxyphenyl)-naphth-1-yl-carbinol), formula II, C1(=CC=CC=C1)O (phenol), C1(=CC=CC=C1)O (phenol), [Cl-].[Al+3].[Cl-].[Cl-] (aluminum chloride), Cl (HCl). As a reaction SMILES: [CH3:1][O:2][C:3]1[CH:8]=[CH:7][C:6]([CH:9]([C:11]2[C:20]3[C:15](=[CH:16][CH:17]=[CH:18][CH:19]=3)[CH:14]=[CH:13][CH:12]=2)O)=[CH:5][CH:4]=1.[C:21]1([OH:27])[CH:26]=[CH:25][CH:24]=[CH:23][CH:22]=1.[Cl-].[Al+3].[Cl-].[Cl-].Cl>CCCCCC.C1C=CC=CC=1>[CH3:1][O:2][C:3]1[CH:8]=[CH:7][C:6]([CH:9]([C:24]2[CH:25]=[CH:26][C:21]([OH:27])=[CH:22][CH:23]=2)[C:11]2[C:20]3[C:15](=[CH:16][CH:17]=[CH:18][CH:19]=3)[CH:14]=[CH:13][CH:12]=2)=[CH:5][CH:4]=1 |f:2.3.4.5|. The solvent is CCCCCC (hexane), C1=CC=CC=C1 (benzene). The product is COC1=CC=C(C=C1)C(C1=CC=CC2=CC=CC=C12)C1=CC=C(C=C1)O ((4-Methoxyphenyl)-(4-hydroxyphenyl)-naphth-1-yl-methane). Procedure: A solution of compound (4-methoxyphenyl)-naphth-1-yl-carbinol of formula II (3.0 gm, 0.011 mol) and phenol (5.4 gm, 0.057 mol) in a mixture of anhydrous benzene and anhydrous hexane (40.0 ml), 1:1) was gradually added to a mixture of phenol (1.5 gm, 0.061 mol) and anhydrous aluminum chloride (1.5 gm, 0.011 mol) at 0° C. under stirring. After the addition was over, the stirring was continued at room temperature for 3 hrs, the reaction was decomposed by adding crushed ice with conc. HCl (0.5 ml) a... Starting materials: BrC=1C=C(C(=O)O)C=CC1 (3-bromobenzoic acid), Carboxylate, C(C)(C)CC(C)(C)C (isooctane), ClC=1C=C(C=C(C1)Cl)I (3,5-dichloroiodobenzene), C(C)(=O)O (acetic acid), aromatic carbon. Reagents/catalysts: CC(=O)[O-].[Ag+] (AgOAc), C(C)(=O)[O-].[Pd+2].C(C)(=O)[O-] (Palladium acetate). Solvent: C(C)(=O)OCC.ClCCl (ethyl acetate dichloromethane). Run at temperature 120 celsius. Product: ClC=1C=C(C=C(C1)Cl)C1=C(C(=O)O)C=CC(=C1)Br (2-(3,5-Dichlorophenyl)-4-Bromobenzoic Acid). As a reaction SMILES: [Br:1][C:2]1[CH:3]=[C:4](C=[CH:9][CH:10]=1)C(O)=O.[Cl:11][C:12]1[CH:13]=[C:14](I)[CH:15]=[C:16]([Cl:18])[CH:17]=1.[C:20]([OH:23])(=[O:22])[CH3:21].C(CC(C)(C)C)(C)C>C([O-])(=O)C.[Pd+2].C([O-])(=O)C.CC([O-])=O.[Ag+].C(OCC)(=O)C.ClCCl>[Cl:11][C:12]1[CH:13]=[C:14]([C:4]2[CH:3]=[C:2]([Br:1])[CH:10]=[CH:9][C:21]=2[C:20]([OH:23])=[O:22])[CH:15]=[C:16]([Cl:18])[CH:17]=1 |f:4.5.6,7.8,9.10|. Procedure details: Palladium acetate (11.4 mg 0.05 mmol), AgOAc (217 mg 1.3 mmol), 3-bromobenzoic acid (201 mg, 1.0 mmol), 3,5-dichloroiodobenzene (819 mg, 3.0 mmol) and acetic acid (200 μL) were combined and heated at 120° C. for 5.5 h. After purification light tan solid was obtained, 183 mg (53%), mp 182-186° C. (isooctane). Rf-0.38 (1/9 ethyl acetate-dichloromethane). 1H NMR (300 MHz, acetone-d6) δ 7.32 (br s, 2H), 7.36 (d, J-8.4 Hz, 1H), 7.44 (br s, 1H), 7.79 (d, J-8.4 Hz, 1H), 8.05 (br s, 1H). Carboxylate pro... Reactants: Cl.O=C1C2(C=3C(=NC=CC3)N1)CC1=CC=C(C=C1C2)NC2=CC(=NC=N2)C(=O)O (6-(2′-oxo-1,1′,2′,3-tetrahydrospiro[indene-2,3′-pyrrolo[2,3-b]pyridin]-5-ylamino)pyrimidine-4-carboxylic acid hydrochloride), N1CCCC2=CC=CC=C12 (1,2,3,4-tetrahydroquinoline), CN(C)C(=[N+](C)C)ON1C2=C(C=CC=C2)N=N1.[B-](F)(F)(F)F (TBTU). Solvent: CN(C)C=O (DMF). Yields the product N1(CCCC2=CC=CC=C12)C(=O)C1=CC(=NC=N1)NC=1C=C2CC3(C(NC4=NC=CC=C43)=O)CC2=CC1 (5-(6-(1,2,3,4-tetrahydroquinolin-1-carbonyl)pyrimidin-4-ylamino)-1,3-dihydrospiro[indene-2,3′-pyrrolo[2,3-b]pyridin]-2′(1′H)-one). As a reaction SMILES: Cl.[O:2]=[C:3]1[NH:11][C:6]2=[N:7][CH:8]=[CH:9][CH:10]=[C:5]2[C:4]21[CH2:19][C:18]1[C:13](=[CH:14][CH:15]=[C:16]([NH:20][C:21]3[N:26]=[CH:25][N:24]=[C:23]([C:27]([OH:29])=O)[CH:22]=3)[CH:17]=1)[CH2:12]2.[NH:30]1[C:39]2[C:34](=[CH:35][CH:36]=[CH:37][CH:38]=2)[CH2:33][CH2:32][CH2:31]1.CN(C(ON1N=NC2C=CC=CC1=2)=[N+](C)C)C.[B-](F)(F)(F)F>CN(C=O)C>[N:30]1([C:27]([C:23]2[N:24]=[CH:25][N:26]=[C:21]([NH:20][C:16]3[CH:17]=[C:18]4[C:13](=[CH:14][CH:15]=3)[CH2:12][C:4]3([C:5]5[C:6](=[N:7][CH:8]=[CH:9][CH:10]=5)[NH:11][C:3]3=[O:2])[CH2:19]4)[CH:22]=2)=[O:29])[C:39]2[C:34](=[CH:35][CH:36]=[CH:37][CH:38]=2)[CH2:33][CH2:32][CH2:31]1 |f:0.1,3.4|. Procedure: 150 mg (0.37 mmol) 6-(2′-oxo-1,1′,2′,3-tetrahydrospiro[indene-2,3′-pyrrolo[2,3-b]pyridin]-5-ylamino)pyrimidine-4-carboxylic acid hydrochloride, 50 μL (0.40 mmol) 1,2,3,4-tetrahydroquinoline, 0.15 mL (0.87 mmol) DI PEA and 130 mg (0.41 mmol) TBTU in 1.8 mL DMF were stirred overnight at RT. The purification was carried out by preparative HPLC-MS. The product-containing fractions were combined and lyophilised. Reactants: COC(=O)c1cc(OCc2ccccc2)cc(Nc2ccn(COCC[Si](C)(C)C)n2)n1, CO, C1CCOC1, [OH-], [OH-], [Pd+2]. Product: COC(=O)c1cc(O)cc(Nc2ccn(COCC[Si](C)(C)C)n2)n1. RXN SMILES: [CH2:1]([c:2]1[cH:3][cH:4][cH:5][cH:6][cH:7]1)[O:8][c:9]1[cH:10][c:11]([C:29](=[O:30])[O:31][CH3:32])[n:12][c:13]([NH:15][c:16]2[n:17][n:18]([CH2:21][O:22][CH2:23][CH2:24][Si:25]([CH3:26])([CH3:27])[CH3:28])[cH:19][cH:20]2)[cH:14]1.[CH3:33][OH:34].[O:35]1[CH2:36][CH2:37][CH2:38][CH2:39]1.[OH-:40].[OH-:42].[Pd+2:41]>>[OH:8][c:9]1[cH:10][c:11]([C:29](=[O:30])[O:31][CH3:32])[n:12][c:13]([NH:15][c:16]2[n:17][n:18]([CH2:21][O:22][CH2:23][CH2:24][Si:25]([CH3:26])([CH3:27])[CH3:28])[cH:19][cH:20]2)[cH:14]1. The reactants are FC1=CC2=C(C(=NO2)C2CCNCC2)C=C1 (6-fluoro-3-(4-piperidinyl)-1,2-benzisoxazole), ClCCCOC1=CC(=C(C=C1OC)C(C)=O)O (1-[4-(3-chloropropoxy)-2-hydroxy-5-methoxyphenyl]ethanone), C(=O)(O)[O-].[Na+] (NaHCO3). The solvent is C(C)#N (acetonitrile). Product: FC1=CC2=C(C(=NO2)C2CCN(CC2)CCCOC2=CC(=C(C=C2OC)C(C)=O)O)C=C1 (1-[4-[3-[4-(6-Fluoro-1,2-benzisoxazol-3-yl)-1-piperidinyl]propoxy]2-hydroxy-5-methoxyphenyl]ethanone). Isolated yield 13.1%. RXN SMILES: [F:1][C:2]1[CH:16]=[CH:15][C:5]2[C:6]([CH:9]3[CH2:14][CH2:13][NH:12][CH2:11][CH2:10]3)=[N:7][O:8][C:4]=2[CH:3]=1.Cl[CH2:18][CH2:19][CH2:20][O:21][C:22]1[C:27]([O:28][CH3:29])=[CH:26][C:25]([C:30](=[O:32])[CH3:31])=[C:24]([OH:33])[CH:23]=1.C([O-])(O)=O.[Na+]>C(#N)C>[F:1][C:2]1[CH:16]=[CH:15][C:5]2[C:6]([CH:9]3[CH2:10][CH2:11][N:12]([CH2:18][CH2:19][CH2:20][O:21][C:22]4[C:27]([O:28][CH3:29])=[CH:26][C:25]([C:30](=[O:32])[CH3:31])=[C:24]([OH:33])[CH:23]=4)[CH2:13][CH2:14]3)=[N:7][O:8][C:4]=2[CH:3]=1 |f:2.3|. Procedure details: A mixture of 6-fluoro-3-(4-piperidinyl)-1,2-benzisoxazole (4.2 g, 19 mmol), 1-[4-(3-chloropropoxy)-2-hydroxy-5-methoxyphenyl]ethanone (5.0 g, 19 mmol), NaHCO3 (1.8 g, 20 mmol) and acetonitrile (120 mL) was stirred and refluxed for 16 hours. The reaction was filtered and the filtrate was concentrated to a dark oil. The oil was taken up in anhydrous ether and ethereal HCl was added to precipitate 8.7 g of an off-white hydrochloride salt. A 2.0 g sample of the salt was converted to its free base an...